This data is from the Open Reaction Database (ORD), a public repository of structured organic reaction records. The task is: describe an organic reaction: reactants, conditions, products, and yield The reactants are NC1=N[C@](C(C(N1C)=O)(C)C)(C)C1=C(C=CC(=C1)N)F ((S)-2-amino-6-(5-amino-2-fluoro-phenyl)-3,5,5,6-tetramethyl-5,6-dihydro-3H-pyrimidin-4-one), [B][B][B][B][B][B][B][B][B][B] (decaborane), NC1=N[C@](C(C(N1C)=O)(C)C)(C)C1=C(C=CC(=C1)N)F ((S)-2-amino-6-(5-amino-2-fluoro-phenyl)-3,5,5,6-tetramethyl-5,6-dihydro-3H-pyrimidin-4-one), ClC=1C=C2C(CC(C2=CC1)=O)(C)C (5-chloro-3,3-dimethyl-indan-1-one). Product: NC1=N[C@](C(C(N1C)=O)(C)C)(C)C1=C(C=CC(=C1)NC1CC(C2=CC(=CC=C12)Cl)(C)C)F ((6S)-2-Amino-6-(5-(5-chloro-3,3-dimethyl-2,3-dihydro-1H-inden-1-ylamino)-2-fluorophenyl)-3,5,5,6-tetramethyl-5,6-dihydropyrimidin-4(3H)-one). RXN SMILES: [NH2:1][C:2]1[N:7]([CH3:8])[C:6](=[O:9])[C:5]([CH3:11])([CH3:10])[C@:4]([C:13]2[CH:18]=[C:17]([NH2:19])[CH:16]=[CH:15][C:14]=2[F:20])([CH3:12])[N:3]=1.[Cl:21][C:22]1[CH:23]=[C:24]2[C:28](=[CH:29][CH:30]=1)[C:27](=O)[CH2:26][C:25]2([CH3:33])[CH3:32].[B][B][B][B][B][B][B][B][B][B]>>[NH2:1][C:2]1[N:7]([CH3:8])[C:6](=[O:9])[C:5]([CH3:10])([CH3:11])[C@:4]([C:13]2[CH:18]=[C:17]([NH:19][CH:27]3[C:28]4[C:24](=[CH:23][C:22]([Cl:21])=[CH:30][CH:29]=4)[C:25]([CH3:33])([CH3:32])[CH2:26]3)[CH:16]=[CH:15][C:14]=2[F:20])([CH3:12])[N:3]=1 |^3:33,42,^1:34,35,36,37,38,39,40,41|. Reported procedure: The reductive amination of (S)-2-amino-6-(5-amino-2-fluoro-phenyl)-3,5,5,6-tetramethyl-5,6-dihydro-3H-pyrimidin-4-one (intermediate J) and 5-chloro-3,3-dimethyl-indan-1-one (prepared according to Claiborne, C. F. et al., Int. patent application WO 2008/019124) using decaborane yielded a mixture of epimers of the title compound as a colorless waxy solid. MS (ESI): m/z=457.4 [M+H]+. The reactants are OCC1=NC2=C(N1CC1=CC=C(C=C1)C1=C(C=CC=C1)C1=NN=NN1)C(=CC=C2)C(=O)OCC (ethyl 2-hydroxymethyl-1-[[2'-(1H-tetrazol-5-yl)biphenyl-4-yl]methyl]benzimidazole-7carboxylate), S(=O)(Cl)Cl (thionyl chloride), ice water. The solvent is C(Cl)Cl (CH2Cl2). The product is ClCC1=NC2=C(N1CC1=CC=C(C=C1)C1=C(C=CC=C1)C1=NN=NN1)C(=CC=C2)C(=O)OCC (Ethyl 2-chloromethyl-1-[[2'-(1H-tetrazol-5-yl)biphenyl-4-yl]methyl]benzimidazole-7-carboxylate). Isolated yield 96.0%. RXN SMILES: O[CH2:2][C:3]1[N:7]([CH2:8][C:9]2[CH:14]=[CH:13][C:12]([C:15]3[CH:20]=[CH:19][CH:18]=[CH:17][C:16]=3[C:21]3[NH:25][N:24]=[N:23][N:22]=3)=[CH:11][CH:10]=2)[C:6]2[C:26]([C:30]([O:32][CH2:33][CH3:34])=[O:31])=[CH:27][CH:28]=[CH:29][C:5]=2[N:4]=1.S(Cl)([Cl:37])=O>C(Cl)Cl>[Cl:37][CH2:2][C:3]1[N:7]([CH2:8][C:9]2[CH:14]=[CH:13][C:12]([C:15]3[CH:20]=[CH:19][CH:18]=[CH:17][C:16]=3[C:21]3[NH:25][N:24]=[N:23][N:22]=3)=[CH:11][CH:10]=2)[C:6]2[C:26]([C:30]([O:32][CH2:33][CH3:34])=[O:31])=[CH:27][CH:28]=[CH:29][C:5]=2[N:4]=1. Procedure: To a solution of ethyl 2-hydroxymethyl-1-[[2'-(1H-tetrazol-5-yl)biphenyl-4-yl]methyl]benzimidazole-7carboxylate (0.2 g) in CH2Cl2 (3 ml) was added thionyl chloride (0.3 ml) dropwise and the mixture was refluxed for 3 hours. The reaction solution was poured into ice-water and the organic layer was washed with water, dried and evaporated to dryness to give a pale yellow amorphous powder (0.2 g, 96%).